From a dataset of the Open Reaction Database (ORD), a public repository of structured organic reaction records. describe an organic reaction: reactants, conditions, products, and yield Reactants: CC1(C2=C(OC1)C=C(C(=C2)C=2N=CC(=NC2)N)C)C (5-(3,3,6-trimethyl-2,3-dihydrobenzo[3,4-b]furan-5-yl)pyrazine-2-ylamine), FC1=C(C(=O)Cl)C(=CC=C1)F (2,6-difluorobenzoyl chloride), C(=O)(O)[O-].[Na+].C(Cl)Cl (NaHCO3 DCM), CCN(C(C)C)C(C)C (DIEA). The solvent is C(Cl)Cl (DCM). Conditions: time 1 hour. Yields the product FC1=C(C(=CC=C1)F)C(=O)NC1=NC=C(N=C1)C1=CC2=C(OCC2(C)C)C=C1C ((2,6-difluorophenyl)-N-[5-(3,3,6-trimethyl(2,3-dihydrobenzo[b]furan-5-yl))pyrazin-2-yl]carboxamide). Yield: 35.4%. Reaction SMILES: [CH3:1][C:2]1([CH3:19])[CH2:6][O:5][C:4]2[CH:7]=[C:8]([CH3:18])[C:9]([C:11]3[N:12]=[CH:13][C:14]([NH2:17])=[N:15][CH:16]=3)=[CH:10][C:3]1=2.[F:20][C:21]1[CH:29]=[CH:28][CH:27]=[C:26]([F:30])[C:22]=1[C:23](Cl)=[O:24].CCN(C(C)C)C(C)C.C([O-])(O)=O.[Na+].C(Cl)Cl>C(Cl)Cl>[F:20][C:21]1[CH:29]=[CH:28][CH:27]=[C:26]([F:30])[C:22]=1[C:23]([NH:17][C:14]1[CH:13]=[N:12][C:11]([C:9]2[C:8]([CH3:18])=[CH:7][C:4]3[O:5][CH2:6][C:2]([CH3:19])([CH3:1])[C:3]=3[CH:10]=2)=[CH:16][N:15]=1)=[O:24] |f:3.4.5|. Reported procedure: To a solution of 5-(3,3,6-trimethyl-2,3-dihydrobenzo[3,4-b]furan-5-yl)pyrazine-2-ylamine (177) (19 mg, 0.075 mmol) in 1 ml DCM was added 2,6-difluorobenzoyl chloride (19 μl, 2 eq) followed by addition of DIEA (65 μl). The resulting solution was stirred at r.t. for 1 h. The reaction mixture was worked up with aq. NaHCO3/DCM. DCM phase was washed with brine, concentrated to dryness. The residue was dissolved in 1 ml THF/MeOH/H2O (5:4:1) and stirred with 1N NaOH (400 μl) at 60° C. for 1 h before wo... The reactants are Cc1ccccc1, O=C(Cl)OC(Cl)(Cl)Cl, CC1(C)Oc2c(N)c(Cl)cc(Cl)c2C1=O. Yields the product CC1(C)Oc2c(N=C=O)c(Cl)cc(Cl)c2C1=O. As a reaction SMILES: [CH3:24][c:25]1[cH:26][cH:27][cH:28][cH:29][cH:30]1.[Cl:16][C:17](=[O:18])[O:19][C:20]([Cl:21])([Cl:22])[Cl:23].[NH2:1][c:2]1[c:3]([Cl:15])[cH:4][c:5]([Cl:14])[c:6]2[c:10]1[O:9][C:8]([CH3:11])([CH3:12])[C:7]2=[O:13]>>[N:1]([c:2]1[c:3]([Cl:15])[cH:4][c:5]([Cl:14])[c:6]2[c:10]1[O:9][C:8]([CH3:11])([CH3:12])[C:7]2=[O:13])=[C:17]=[O:18]. The reactants are CC1=CC=C(C=O)C=C1 (p-methylbenzaldehyde), Cl[O-].[Ca+2].Cl[O-] (calcium hypochlorite), aldehyde, P(O)(O)(O)=O (phosphoric acid). The product is CC1=CC=C(C(=O)O)C=C1 (p-methylbenzoic acid). RXN SMILES: [CH3:1][C:2]1[CH:9]=[CH:8][C:5]([CH:6]=[O:7])=[CH:4][CH:3]=1.P(=O)(O)(O)[OH:11].Cl[O-].[Ca+2].Cl[O-]>>[CH3:1][C:2]1[CH:9]=[CH:8][C:5]([C:6]([OH:11])=[O:7])=[CH:4][CH:3]=1 |f:2.3.4|. Reported procedure: In the like manner as Example 1, 23.6 g of p-methylbenzaldehyde as an aldehyde and 3 g of phosphoric acid were used. The oxidation was done by using 23 g of calcium hypochlorite at temperatures of -5° to -3° C., which was followed by refining to obtain p-methylbenzoic acid. The reactants are C1CCOC1, COC1CC(C(=O)[O-])N(C(=O)OOC(C)(C)C)C1, Cl. Product: COC1CNC(C(=O)O)C1. As a reaction SMILES: [CH2:20]1[O:21][CH2:22][CH2:23][CH2:24]1.[CH3:1][O:2][CH:3]1[CH2:4][CH:5]([C:16](=[O:17])[O-:18])[N:6]([C:8]([O:9][O:10][C:11]([CH3:12])([CH3:13])[CH3:14])=[O:15])[CH2:7]1.[ClH:19]>>[CH3:1][O:2][CH:3]1[CH2:4][CH:5]([C:16](=[O:17])[OH:18])[NH:6][CH2:7]1. Starting materials: CC(C)(C)OC(=O)N1CC2N=C(Nc3ccc4ncnc(Nc5ccc(OCc6ccccn6)c(Cl)c5)c4c3)OC2C1, ClCCl, O=C(O)C(F)(F)F. Yields the product Clc1cc(Nc2ncnc3ccc(NC4=NC5CNCC5O4)cc23)ccc1OCc1ccccn1. As a reaction SMILES: [C:1]([O:2][C:3](=[O:4])[N:8]1[CH2:9][CH:10]2[N:11]=[C:12]([NH:16][c:17]3[cH:18][c:19]4[c:20]([NH:27][c:28]5[cH:29][c:30]([Cl:42])[c:31]([O:34][CH2:35][c:36]6[n:37][cH:38][cH:39][cH:40][cH:41]6)[cH:32][cH:33]5)[n:21][cH:22][n:23][c:24]4[cH:25][cH:26]3)[O:13][CH:14]2[CH2:15]1)([CH3:5])([CH3:6])[CH3:7].[CH2:50]([Cl:51])[Cl:52].[F:43][C:44]([F:45])([F:46])[C:47]([OH:48])=[O:49]>>[NH:8]1[CH2:9][CH:10]2[N:11]=[C:12]([NH:16][c:17]3[cH:18][c:19]4[c:20]([NH:27][c:28]5[cH:29][c:30]([Cl:42])[c:31]([O:34][CH2:35][c:36]6[n:37][cH:38][cH:39][cH:40][cH:41]6)[cH:32][cH:33]5)[n:21][cH:22][n:23][c:24]4[cH:25][cH:26]3)[O:13][CH:14]2[CH2:15]1. The reactants are [Al+3], CN(CCC(=O)Cl)c1ccc2cccc(CCNC(=O)Cc3ccccc3)c2c1, [Cl-], [Cl-], [Cl-], ClC(Cl)C(Cl)Cl, Cl. Yields the product CN1CCC(=O)c2c1ccc1cccc(CCNC(=O)Cc3ccccc3)c21. RXN SMILES: [Al+3:31].[CH3:1][N:2]([CH2:3][CH2:4][C:5](=[O:6])[Cl:7])[c:8]1[cH:9][c:10]2[c:11]([CH2:18][CH2:19][NH:20][C:21]([CH2:22][c:23]3[cH:24][cH:25][cH:26][cH:27][cH:28]3)=[O:29])[cH:12][cH:13][cH:14][c:15]2[cH:16][cH:17]1.[Cl-:30].[Cl-:32].[Cl-:33].[Cl:35][CH:36]([CH:37]([Cl:38])[Cl:39])[Cl:40].[ClH:34]>>[CH3:1][N:2]1[CH2:3][CH2:4][C:5](=[O:6])[c:9]2[c:8]1[cH:17][cH:16][c:15]1[c:10]2[c:11]([CH2:18][CH2:19][NH:20][C:21]([CH2:22][c:23]2[cH:24][cH:25][cH:26][cH:27][cH:28]2)=[O:29])[cH:12][cH:13][cH:14]1.